This data is from the Open Reaction Database (ORD), a public repository of structured organic reaction records. The task is: describe an organic reaction: reactants, conditions, products, and yield Reactants: C=CC1CC1(NC(=O)OC(C)(C)C)C(=O)OCC, Cl, C1COCCO1. The product is C=CC1CC1(N)C(=O)OCC, Cl. As a reaction SMILES: [CH2:1]([CH3:2])[O:3][C:4](=[O:5])[C:6]1([NH:11][C:12]([O:13][C:14]([CH3:15])([CH3:16])[CH3:17])=[O:18])[CH:7]([CH:9]=[CH2:10])[CH2:8]1.[ClH:19].[O:20]1[CH2:21][CH2:22][O:23][CH2:24][CH2:25]1>>[CH2:1]([CH3:2])[O:3][C:4](=[O:5])[C:6]1([NH2:11])[CH:7]([CH:9]=[CH2:10])[CH2:8]1.[ClH:19]. Reactants: ClC1=C(C(=CC=C1)Cl)N1C(N(C2=NC(=NC=C2C1)S(=O)(=O)C)C1=CC=CC=C1)=O (3-(2,6-dichlorophenyl)-7-methanesulfonyl-1-phenyl-3,4-dihydro-1H-pyrimido[4,5-d]pyrimidin-2-one), NC1=CC=CC2=CC=CC=C12 (1-aminonaphthalene). Conditions: temperature 130 celsius. Yields the product ClC1=C(C(=CC=C1)Cl)N1C(N(C2=NC(=NC=C2C1)NC1=CC=CC2=CC=CC=C12)C1=CC=CC=C1)=O (3-(2,6-dichlorophenyl)-3,4-dihydro-7-(1-naphthylamino)-1-phenylpyrimido[4,5-d]pyrimidin-2(1H)-one). The yield is 40.8%. RXN SMILES: [Cl:1][C:2]1[CH:7]=[CH:6][CH:5]=[C:4]([Cl:8])[C:3]=1[N:9]1[CH2:18][C:17]2[C:12](=[N:13][C:14](S(C)(=O)=O)=[N:15][CH:16]=2)[N:11]([C:23]2[CH:28]=[CH:27][CH:26]=[CH:25][CH:24]=2)[C:10]1=[O:29].[NH2:30][C:31]1[C:40]2[C:35](=[CH:36][CH:37]=[CH:38][CH:39]=2)[CH:34]=[CH:33][CH:32]=1>>[Cl:1][C:2]1[CH:7]=[CH:6][CH:5]=[C:4]([Cl:8])[C:3]=1[N:9]1[CH2:18][C:17]2[C:12](=[N:13][C:14]([NH:30][C:31]3[C:40]4[C:35](=[CH:36][CH:37]=[CH:38][CH:39]=4)[CH:34]=[CH:33][CH:32]=3)=[N:15][CH:16]=2)[N:11]([C:23]2[CH:28]=[CH:27][CH:26]=[CH:25][CH:24]=2)[C:10]1=[O:29]. Reported procedure: A mixture of 100 mg (0.22 mmol) of 3-(2,6-dichlorophenyl)-7-methanesulfonyl-1-phenyl-3,4-dihydro-1H-pyrimido[4,5-d]pyrimidin-2-one and 320 mg (2.2 mmol) of 1-aminonaphthalene was heated at 130° C. for 4 hours. The mixture was left to cool and was then partitioned between 10 ml of ethyl acetate and 2M hydrochloric acid. The insoluble 1-aminonaphthalene hydrochloride was removed by filtration. The ethyl acetate phase was separated, washed with 10 ml of saturated aqueous sodium bicarbonate solution... Reactants: Cc1nn(C)c(F)c1C(=O)Nc1c(F)cc(F)cc1Br, CON=Cc1ccc(B(O)O)cc1, COCCOC, [Na+], [Na+], O=C([O-])[O-], O, [Pd], c1ccc(P(c2ccccc2)c2ccccc2)cc1, c1ccc(P(c2ccccc2)c2ccccc2)cc1, c1ccc(P(c2ccccc2)c2ccccc2)cc1, c1ccc(P(c2ccccc2)c2ccccc2)cc1. RXN SMILES: [Br:1][c:2]1[c:3]([NH:10][C:11](=[O:12])[c:13]2[c:14]([CH3:20])[n:15][n:16]([CH3:19])[c:17]2[F:18])[c:4]([F:9])[cH:5][c:6]([F:8])[cH:7]1.[CH3:21][O:22][N:23]=[CH:24][c:25]1[cH:26][cH:27][c:28]([B:31]([OH:32])[OH:33])[cH:29][cH:30]1.[CH3:34][O:35][CH2:36][CH2:37][O:38][CH3:39].[Na+:40].[Na+:41].[O-:42][C:43](=[O:44])[O-:45].[OH2:46].[Pd:47].[c:105]1([P:106]([c:107]2[cH:108][cH:109][cH:110][cH:111][cH:112]2)[c:113]2[cH:114][cH:115][cH:116][cH:117][cH:118]2)[cH:119][cH:120][cH:121][cH:122][cH:123]1.[c:48]1([P:49]([c:50]2[cH:51][cH:52][cH:53][cH:54][cH:55]2)[c:56]2[cH:57][cH:58][cH:59][cH:60][cH:61]2)[cH:62][cH:63][cH:64][cH:65][cH:66]1.[c:67]1([P:68]([c:69]2[cH:70][cH:71][cH:72][cH:73][cH:74]2)[c:75]2[cH:76][cH:77][cH:78][cH:79][cH:80]2)[cH:81][cH:82][cH:83][cH:84][cH:85]1.[c:86]1([P:87]([c:88]2[cH:89][cH:90][cH:91][cH:92][cH:93]2)[c:94]2[cH:95][cH:96][cH:97][cH:98][cH:99]2)[cH:100][cH:101][cH:102][cH:103][cH:104]1>>[c:2]1(-[c:28]2[cH:27][cH:26][c:25]([CH:24]=[N:23][O:22][CH3:21])[cH:30][cH:29]2)[c:3]([NH:10][C:11](=[O:12])[c:13]2[c:14]([CH3:20])[n:15][n:16]([CH3:19])[c:17]2[F:18])[c:4]([F:9])[cH:5][c:6]([F:8])[cH:7]1. Product: CON=Cc1ccc(-c2cc(F)cc(F)c2NC(=O)c2c(C)nn(C)c2F)cc1. Reactants: CC(C)(O)c1cnn2c(Br)cnc2n1, COc1cc(F)ccc1B1OC(C)(C)C(C)(C)O1. Yields the product COc1cc(F)ccc1-c1cnc2nc(C(C)(C)O)cnn12. Reaction SMILES: [Br:19][c:20]1[cH:21][n:22][c:23]2[n:24]1[n:25][cH:26][c:27]([C:29]([CH3:30])([CH3:31])[OH:32])[n:28]2.[F:1][c:2]1[cH:3][c:4]([O:17][CH3:18])[c:5]([B:8]2[O:9][C:10]([CH3:11])([CH3:12])[C:13]([CH3:14])([CH3:15])[O:16]2)[cH:6][cH:7]1>>[F:1][c:2]1[cH:3][c:4]([O:17][CH3:18])[c:5](-[c:20]2[cH:21][n:22][c:23]3[n:24]2[n:25][cH:26][c:27]([C:29]([CH3:30])([CH3:31])[OH:32])[n:28]3)[cH:6][cH:7]1.